This data is from the Open Reaction Database (ORD), a public repository of structured organic reaction records. The task is: describe an organic reaction: reactants, conditions, products, and yield Starting materials: [Br-], O=C(O)C(F)(F)F, [Li+], Cc1ccc(S(=O)(=O)OCC(C)OC(=O)c2ccc(C(=N)N3CCCC3)cc2)cc1, CN(C)C=O. Product: O=C(O)C(F)(F)F, CC(CBr)OC(=O)c1ccc(C(=N)N2CCCC2)cc1. As a reaction SMILES: [Br-:39].[F:1][C:2]([C:3](=[O:4])[OH:5])([F:6])[F:7].[Li+:38].[NH:8]=[C:9]([c:10]1[cH:11][cH:12][c:13]([C:14](=[O:15])[O:16][CH:17]([CH3:18])[CH2:19][O:20][S:21]([c:22]2[cH:23][cH:24][c:25]([CH3:26])[cH:27][cH:28]2)(=[O:29])=[O:30])[cH:31][cH:32]1)[N:33]1[CH2:34][CH2:35][CH2:36][CH2:37]1.[O:40]=[CH:41][N:42]([CH3:43])[CH3:44]>>[F:1][C:2]([C:3](=[O:4])[OH:5])([F:6])[F:7].[NH:8]=[C:9]([c:10]1[cH:11][cH:12][c:13]([C:14](=[O:15])[O:16][CH:17]([CH3:18])[CH2:19][Br:39])[cH:31][cH:32]1)[N:33]1[CH2:34][CH2:35][CH2:36][CH2:37]1. The reactants are N(=[N+]=[N-])CC1OC2=C(C=C(C=C2CC1)F)C1=C(C=CC=C1)Cl (2-azidomethyl-8-(2-chloro-phenyl)-6-fluoro-chroman), C1(=CC=CC=C1)P(C1=CC=CC=C1)C1=CC=CC=C1 (triphenylphosphine), C(C)OCC (diethyl ether), Cl (hydrogen chloride). Solvent: CCCCCC (hexane), O1CCCC1 (tetrahydrofuran), O (water), CC(C)O (2-propanol). Reaction conditions: time 24 hour. Yields the product Cl.ClC1=C(C=CC=C1)C=1C=C(C=C2CCC(OC12)CN)F ({[8-(2-chlorophenyl)-6-fluoro-3,4-dihydro-2H-chromen-2-yl]methyl}amine hydrochloride). Yield: 134.4%. As a reaction SMILES: [N:1]([CH2:4][CH:5]1[CH2:14][CH2:13][C:12]2[C:7](=[C:8]([C:16]3[CH:21]=[CH:20][CH:19]=[CH:18][C:17]=3[Cl:22])[CH:9]=[C:10]([F:15])[CH:11]=2)[O:6]1)=[N+]=[N-].C1(P(C2C=CC=CC=2)C2C=CC=CC=2)C=CC=CC=1.C(OCC)C.Cl>O1CCCC1.O.CC(O)C.CCCCCC>[ClH:22].[Cl:22][C:17]1[CH:18]=[CH:19][CH:20]=[CH:21][C:16]=1[C:8]1[CH:9]=[C:10]([F:15])[CH:11]=[C:12]2[C:7]=1[O:6][CH:5]([CH2:4][NH2:1])[CH2:14][CH2:13]2 |f:8.9|. Procedure: To a solution of 2-azidomethyl-8-(2-chloro-phenyl)-6-fluoro-chroman (170 mg, 0.535 mmol) in tetrahydrofuran (5 mL) and water (0.5 mL) was added polymer-bound triphenylphosphine (˜3 mmol/g, 0.535 g, 1.605 mmol) and the reaction mixture stirred at room temperature for 24 hours. The brown suspension was then filtered through celite, the filter cake washed with ethyl acetate (50 mL) and the combined filtrates concentrated under reduced pressure to afford a yellow syrup. The product was dissolved in ... Run at time 16 hour. Yield: 9.6%. Product: C1(=CC=CC=C1)[C@H](C)NC1=NC=CC(=N1)N1C=NC2=C1C=C(C=C2)N2N=NC(=C2)C2=NC=CC=C2 (2-[(S)-1-Phenylethylamino]-4-[6-(4-(pyridine-2-yl)triazol-1-yl)benzimidazol-1-yl]pyrimidine). Reactants: C1(=CC=CC=C1)[C@H](C)NC1=NC=CC(=N1)N1C=NC2=C1C=C(C=C2)N2N=NC(=C2)[Sn](CCCC)(CCCC)CCCC (2-[(S)-1-phenylethylamino]-4-[6-(4-tributylstannyl-triazol-1-yl)benzimidazol-1-yl]pyrimidine), BrC1=NC=CC=C1 (2-bromopyridine). Procedure details: The title compound was prepared from 30.5 mg of 2-[(S)-1-phenylethylamino]-4-[6-(4-tributylstannyl-triazol-1-yl)benzimidazol-1-yl]pyrimidine, 36.3 mg 2-bromopyridine and 0.5 mg Pd(PPh3)4 using the procedure described in EXAMPLE 273 except that the the reaction mixture was stirred for 16 hours. The residue was purified by flash chromatography eluting with acetone in hexanes to give 2.0 mg of the title compound. 1H NMR (500 MHz, 1:1 CD3OD/CDCl3): δ 1.64 (d, J=6.8 Hz, 3H), 5.28 (m, 1H), 7.0-7.35 (m... Reaction SMILES: [C:1]1([C@@H:7]([NH:9][C:10]2[N:15]=[C:14]([N:16]3[C:20]4[CH:21]=[C:22]([N:25]5[CH:29]=[C:28]([Sn](CCCC)(CCCC)CCCC)[N:27]=[N:26]5)[CH:23]=[CH:24][C:19]=4[N:18]=[CH:17]3)[CH:13]=[CH:12][N:11]=2)[CH3:8])[CH:6]=[CH:5][CH:4]=[CH:3][CH:2]=1.Br[C:44]1[CH:49]=[CH:48][CH:47]=[CH:46][N:45]=1>C1C=CC([P]([Pd]([P](C2C=CC=CC=2)(C2C=CC=CC=2)C2C=CC=CC=2)([P](C2C=CC=CC=2)(C2C=CC=CC=2)C2C=CC=CC=2)[P](C2C=CC=CC=2)(C2C=CC=CC=2)C2C=CC=CC=2)(C2C=CC=CC=2)C2C=CC=CC=2)=CC=1>[C:1]1([C@@H:7]([NH:9][C:10]2[N:15]=[C:14]([N:16]3[C:20]4[CH:21]=[C:22]([N:25]5[CH:29]=[C:28]([C:44]6[CH:49]=[CH:48][CH:47]=[CH:46][N:45]=6)[N:27]=[N:26]5)[CH:23]=[CH:24][C:19]=4[N:18]=[CH:17]3)[CH:13]=[CH:12][N:11]=2)[CH3:8])[CH:2]=[CH:3][CH:4]=[CH:5][CH:6]=1 |^1:53,55,74,93|. Reagents/catalysts: C=1C=CC(=CC1)[P](C=2C=CC=CC2)(C=3C=CC=CC3)[Pd]([P](C=4C=CC=CC4)(C=5C=CC=CC5)C=6C=CC=CC6)([P](C=7C=CC=CC7)(C=8C=CC=CC8)C=9C=CC=CC9)[P](C=1C=CC=CC1)(C=1C=CC=CC1)C=1C=CC=CC1 (Pd(PPh3)4). The reactants are C(C1=CC=CC=C1)OC(=O)N[C@H]1[C@@H](OCC2=CC=CC=C2)O[C@@H]([C@H]([C@@H]1O)O)COS(=O)(=O)C1=CC=C(C=C1)C (benzyl 2-benzyloxycarbonylamino-2-desoxy-6-O-(p-tolylsulfonyl)-a-D-glucopyranoside), [N-]=[N+]=[N-].[Na+] (sodium azide), ice water. The solvent is CS(=O)C (dimethyl sulfoxide). Reaction conditions: temperature 90 celsius, time 3 hour. Product: N(=[N+]=[N-])C[C@@H]1[C@H]([C@@H]([C@H]([C@@H](OCC2=CC=CC=C2)O1)NC(=O)OCC1=CC=CC=C1)O)O (benzyl 6-azido-2-benzyloxycarbonylamino-2,6-didesoxy-a-D-glucopyranoside). Reaction SMILES: [CH2:1]([O:8][C:9]([NH:11][C@@H:12]1[C@@H:25]([OH:26])[C@H:24]([OH:27])[C@@H:23]([CH2:28]OS(C2C=CC(C)=CC=2)(=O)=O)[O:22][C@@H:13]1[O:14][CH2:15][C:16]1[CH:21]=[CH:20][CH:19]=[CH:18][CH:17]=1)=[O:10])[C:2]1[CH:7]=[CH:6][CH:5]=[CH:4][CH:3]=1.[N-:40]=[N+:41]=[N-:42].[Na+]>CS(C)=O>[N:40]([CH2:28][C@H:23]1[O:22][C@H:13]([O:14][CH2:15][C:16]2[CH:21]=[CH:20][CH:19]=[CH:18][CH:17]=2)[C@H:12]([NH:11][C:9]([O:8][CH2:1][C:2]2[CH:7]=[CH:6][CH:5]=[CH:4][CH:3]=2)=[O:10])[C@@H:25]([OH:26])[C@@H:24]1[OH:27])=[N+:41]=[N-:42] |f:1.2|. Procedure details: A solution of 32.14 g benzyl 2-benzyloxycarbonylamino-2-desoxy-6-O-(p-tolylsulfonyl)-a-D-glucopyranoside in 75 ml of dimethyl sulfoxide was treated at room temperature with 7.5 g of sodium azide and stirred at 90° C. for 3 hours. The mixture was then poured on to ice/water. Separated crystals were filtered off under suction, washed with water and dried. There was obtained benzyl 6-azido-2-benzyloxycarbonylamino-2,6-didesoxy-a-D-glucopyranoside, [a]+119.60° (c 0.5; dioxan), MS: m/z 428 ([M+H]+). Starting materials: C(C)(=O)O[BH-](OC(C)=O)OC(C)=O.[Na+] (Sodium triacetoxy borohydride), N1C=CC=2C(=CC=CC12)C=O (1H-indole-4-carbaldehyde), N1CCC1 (azetidine). Solvent: C1CCOC1 (THF), ClCCl (dichloromethane), C(=O)(O)[O-].[Na+] (NaHCO3). Conditions: time 1 hour. Product: N1(CCC1)CC1=C2C=CNC2=CC=C1 (4-(Azetidin-1-ylmethyl)-1H-indole). Reaction SMILES: C(O[BH-](OC(=O)C)OC(=O)C)(=O)C.[Na+].[NH:15]1[C:23]2[CH:22]=[CH:21][CH:20]=[C:19]([CH:24]=O)[C:18]=2[CH:17]=[CH:16]1.[NH:26]1[CH2:29][CH2:28][CH2:27]1>C1COCC1.ClCCl.C([O-])(O)=O.[Na+]>[N:26]1([CH2:24][C:19]2[CH:20]=[CH:21][CH:22]=[C:23]3[C:18]=2[CH:17]=[CH:16][NH:15]3)[CH2:29][CH2:28][CH2:27]1 |f:0.1,6.7|. Procedure: Sodium triacetoxy borohydride (1.46 g, 6.9 mmol) was added to a solution of 1H-indole-4-carbaldehyde (0.5 g, 3.4 mmol) and azetidine (0.39 g, 6.87 mmol) in THF (15 ml). The mixture was stirred for 1 h and diluted with dichloromethane and NaHCO3 (aq). The organic phase was washed with brine (1×), dried (MgSO4) and evaporated. The crude product was dissolved in dichloromethane and hexane was added (1:1). The off white powder was filtered and washed with a mixture of dichloromethane hexane (1:1). Y... Isolated yield 58.0%. The product is ClC=1OC2=C(N1)C=C(C=C2)C (2-chloro-5-methylbenzoxazole), compound 22. Reaction SMILES: [CH3:1][C:2]1[CH:3]=[CH:4][C:5]2[O:9][C:8](S)=[N:7][C:6]=2[CH:11]=1.CN(C=O)C.S(Cl)([Cl:19])=O>>[Cl:19][C:8]1[O:9][C:5]2[CH:4]=[CH:3][C:2]([CH3:1])=[CH:11][C:6]=2[N:7]=1. Reactants: CC=1C=CC2=C(N=C(O2)S)C1 (5-methyl-2-mercaptobenzoxazole), S(=O)(Cl)Cl (thionyl chloride), CN(C)C=O (DMF). Run at time 30 minute. Procedure details: Subsequently, the 5-methyl-2-mercaptobenzoxazole (6.2 g, 38 mmol) was dissolved in thionyl chloride (36.9 mL) and 2.79 mL of DMF was added. The reaction mixture was then stirred at r.t. for 30 min. The solvent was removed under reduced pressure and to the residue was added toluene (2×60 mL) followed by evaporation each time to remove excess SOCl2 via an azetrope. The resultant crude product was dissolved in ethyl acetate (100 mL), washed with water (100 mL) and dried over Na2SO4. Evaporation of ...